This data is from the Open Reaction Database (ORD), a public repository of structured organic reaction records. The task is: describe an organic reaction: reactants, conditions, products, and yield The reactants are [N+](=O)([O-])C1=C(C=CC(=C1)[N+](=O)[O-])C(C(C(=O)OC)=C)O (Methyl 2-[(2,4-dinitrophenyl)(hydroxy)methyl]acrylate). Reagents/catalysts: [Pd] (palladium/carbon). The solvent is C(C)O (ethanol). Yields the product NC1=CC=C2C=C(C(NC2=C1)=O)C (7-amino-3-methyl-quinolin-2(1H)-one). Reaction SMILES: [N+:1]([C:4]1[CH:9]=[C:8]([N+:10]([O-])=O)[CH:7]=[CH:6][C:5]=1[CH:13](O)[C:14](=[CH2:19])[C:15](OC)=[O:16])([O-])=O>C(O)C.[Pd]>[NH2:10][C:8]1[CH:9]=[C:4]2[C:5]([CH:13]=[C:14]([CH3:19])[C:15](=[O:16])[NH:1]2)=[CH:6][CH:7]=1. Procedure details: Methyl 2-[(2,4-dinitrophenyl)(hydroxy)methyl]acrylate was reacted in ethanol in the presence of palladium/carbon under a hydrogen atmosphere to obtain 7-amino-3-methyl-quinolin-2(1H)-one. Reactants: C(C)(C)(C)OC(C(=O)OC)C=1C(=C2C(=NC1C)NC=C2)C2=CC=C(C=C2)C (methyl 2-(tert-butoxy)-2-(6-methyl-4-(p-tolyl)-1H-pyrrolo[2,3-b]pyridin-5-yl)acetate), BrCC1=CC(=C(C=C1)F)C(F)(F)F (4-(bromomethyl)-1-fluoro-2-(trifluoromethyl)benzene), Example 25. The product is C(C)(C)(C)OC(C(=O)O)C=1C(=C2C(=NC1C)N(C=C2)CC2=CC(=C(C=C2)F)C(F)(F)F)C2=CC=C(C=C2)C (2-(tert-butoxy)-2-(1-(4-fluoro-3-(trifluoromethyl)benzyl)-6-methyl-4-(p-tolyl)-1H-pyrrolo[2,3-b]pyridin-5-yl)acetic acid). RXN SMILES: [C:1]([O:5][CH:6]([C:11]1[C:12]([C:21]2[CH:26]=[CH:25][C:24]([CH3:27])=[CH:23][CH:22]=2)=[C:13]2[CH:20]=[CH:19][NH:18][C:14]2=[N:15][C:16]=1[CH3:17])[C:7]([O:9]C)=[O:8])([CH3:4])([CH3:3])[CH3:2].Br[CH2:29][C:30]1[CH:35]=[CH:34][C:33]([F:36])=[C:32]([C:37]([F:40])([F:39])[F:38])[CH:31]=1>>[C:1]([O:5][CH:6]([C:11]1[C:12]([C:21]2[CH:26]=[CH:25][C:24]([CH3:27])=[CH:23][CH:22]=2)=[C:13]2[CH:20]=[CH:19][N:18]([CH2:29][C:30]3[CH:35]=[CH:34][C:33]([F:36])=[C:32]([C:37]([F:40])([F:38])[F:39])[CH:31]=3)[C:14]2=[N:15][C:16]=1[CH3:17])[C:7]([OH:9])=[O:8])([CH3:3])([CH3:2])[CH3:4]. Procedure details: The title compound was prepared from methyl 2-(tert-butoxy)-2-(6-methyl-4-(p-tolyl)-1H-pyrrolo[2,3-b]pyridin-5-yl)acetate and 4-(bromomethyl)-1-fluoro-2-(trifluoromethyl)benzene in a manner similar to that described in Example 25 as a yellow solid. 1H NMR (400 MHz, CHLOROFORM-d) δ ppm=7.67-7.58 (m, 2 H), 7.48-7.38 (m, 2 H), 7.34 (d, J=7.8 Hz, 2 H), 7.16 (t, J=9.3 Hz, 1 H), 7.05 (d, J=3.5 Hz, 1 H), 6.26 (d, J=3.5 Hz, 1H), 5.60-5.45 (m, 3 H), 2.75 (s, 3 H), 2.47 (s, 3 H), 0.95 (s, 9 H); LCMS (m/z)... Starting materials: C(C)(C)N1N=C(C=2C(=CC(=CC12)C=1C=C2C(=NC1)NC=C2)C(=O)O)C (1-isopropyl-3-methyl-6-(1H-pyrrolo[2,3-b]pyridin-5-yl)-1H-indazole-4-carboxylic acid), NCC=1C(NC(=CC1CCC)C)=O (3-(aminomethyl)-6-methyl-4-propylpyridin-2(1H)-one). Run at time 5 hour. Product: CC1=CC(=C(C(N1)=O)CNC(=O)C=1C=2C(=NN(C2C=C(C1)C=1C=C2C(=NC1)NC=C2)C(C)C)C)CCC (N-((1,2-dihydro-6-methyl-2-oxo-4-propylpyridin-3-yl)methyl)-1-isopropyl-3-methyl-6-(1H-pyrrolo[2,3-b]pyridin-5-yl)-1H-indazole-4-carboxamide). As a reaction SMILES: [CH:1]([N:4]1[C:12]2[CH:11]=[C:10]([C:13]3[CH:14]=[C:15]4[CH:21]=[CH:20][NH:19][C:16]4=[N:17][CH:18]=3)[CH:9]=[C:8]([C:22]([OH:24])=O)[C:7]=2[C:6]([CH3:25])=[N:5]1)([CH3:3])[CH3:2].[NH2:26][CH2:27][C:28]1[C:29](=[O:38])[NH:30][C:31]([CH3:37])=[CH:32][C:33]=1[CH2:34][CH2:35][CH3:36]>>[CH3:37][C:31]1[NH:30][C:29](=[O:38])[C:28]([CH2:27][NH:26][C:22]([C:8]2[C:7]3[C:6]([CH3:25])=[N:5][N:4]([CH:1]([CH3:3])[CH3:2])[C:12]=3[CH:11]=[C:10]([C:13]3[CH:14]=[C:15]4[CH:21]=[CH:20][NH:19][C:16]4=[N:17][CH:18]=3)[CH:9]=2)=[O:24])=[C:33]([CH2:34][CH2:35][CH3:36])[CH:32]=1. Procedure: The title compound was prepared in the same manner as described for example 80 (step c) from 1-isopropyl-3-methyl-6-(1H-pyrrolo[2,3-b]pyridin-5-yl)-1H-indazole-4-carboxylic acid (50 mg, 0.149 mmol) and 3-(aminomethyl)-6-methyl-4-propylpyridin-2(1H)-one (26 mg, 0.149 mmol) wherein the contents were stirred at RT for 5 h. The crude product was washed with DCM, filtered, and dried to afford the title compound as an off-white solid. (48 mg, 64%). 1H NMR (DMSO-d6, 400 MHz): δ 0.930 (t, J=7.6 Hz, 3H),...